This data is from the Open Reaction Database (ORD), a public repository of structured organic reaction records. The task is: describe an organic reaction: reactants, conditions, products, and yield Starting materials: C(C)(C)(C)OC(=O)CON=C(C(=O)O)C=1N=C(SC1)NC=O (2-(tert-Butoxycarbonylmethoxyimino)-2-(formamidothiazol-4-yl)acetic acid), C[N+](=CCl)C.[Cl-] (Vilsmeier reagent), Cl.NC1[C@@H]2N(C(=C(CS2)CCl)C(=O)OC(C2=CC=CC=C2)C2=CC=CC=C2)C1=O (benzhydryl 7-amino-3-chloromethyl-3-cephem-4-carboxylate monohydrochloride), P(=O)(Cl)(Cl)Cl (phosphorus oxychloride). Solvent: C(C)(=O)OCC (ethyl acetate), O (Water), C[Si](C)(C)CC(=O)N (trimethylsilylacetamide), C(C)(=O)OCC (ethyl acetate), C(C)(=O)OCC (ethyl acetate), CN(C=O)C (N,N-dimethylformamide). Run at time 30 minute. Product: C[N+](=CCl)C.[Cl-] (Vilsmeier reagent), C(C)(C)(C)OC(=O)CON=C(C(=O)NC1[C@@H]2N(C(=C(CS2)CCl)C(=O)OC(C2=CC=CC=C2)C2=CC=CC=C2)C1=O)C=1N=C(SC1)NC=O (benzhydryl 7-[2-tert-butoxycarbonylmethoxyimino-2-(2-formamidothiazol-4-yl)acetamido]-3-chloromethyl-3-cephem-4-carboxylate). As a reaction SMILES: P(Cl)(Cl)([Cl:3])=O.[C:6]([O:10][C:11]([CH2:13][O:14][N:15]=[C:16]([C:20]1[N:21]=[C:22]([NH:25][CH:26]=[O:27])[S:23][CH:24]=1)[C:17]([OH:19])=O)=[O:12])([CH3:9])([CH3:8])[CH3:7].[CH3:28][N+:29]([CH3:32])=[CH:30][Cl:31].[Cl-].Cl.[NH2:35][CH:36]1[C:61](=[O:62])[N:38]2[C:39]([C:45]([O:47][CH:48]([C:55]3[CH:60]=[CH:59][CH:58]=[CH:57][CH:56]=3)[C:49]3[CH:54]=[CH:53][CH:52]=[CH:51][CH:50]=3)=[O:46])=[C:40]([CH2:43][Cl:44])[CH2:41][S:42][C@H:37]12>C(OCC)(=O)C.C[Si](CC(N)=O)(C)C.O.CN(C)C=O>[CH3:28][N+:29]([CH3:32])=[CH:30][Cl:31].[Cl-:3].[C:6]([O:10][C:11]([CH2:13][O:14][N:15]=[C:16]([C:20]1[N:21]=[C:22]([NH:25][CH:26]=[O:27])[S:23][CH:24]=1)[C:17]([NH:35][CH:36]1[C:61](=[O:62])[N:38]2[C:39]([C:45]([O:47][CH:48]([C:49]3[CH:50]=[CH:51][CH:52]=[CH:53][CH:54]=3)[C:55]3[CH:60]=[CH:59][CH:58]=[CH:57][CH:56]=3)=[O:46])=[C:40]([CH2:43][Cl:44])[CH2:41][S:42][C@H:37]12)=[O:19])=[O:12])([CH3:7])([CH3:8])[CH3:9] |f:2.3,4.5,10.11|. Procedure details: Vilsmeier reagent was prepared from phosphorus oxychloride (14.8 g) and N,N-dimethylformamide (7.07 g) in ethyl acetate (50 ml) in a conventional manner. 2-(tert-Butoxycarbonylmethoxyimino)-2-(formamidothiazol-4-yl)acetic acid (syn isomer) (29 g) was added to the stirred suspension of Vilsmeier reagent in ethyl acetate (250 ml) under ice-cooling and stirred for 30 minutes at same temperature to prepare an activated acid solution. On the other hand, benzhydryl 7-amino-3-chloromethyl-3-cephem-4-ca... Reaction SMILES: [CH2:27]([N+:28]([CH2:29][CH2:30][CH2:31][CH3:32])([CH2:33][CH2:34][CH2:35][CH3:36])[CH2:37][CH2:38][CH2:39][CH3:40])[CH2:41][CH2:42][CH3:43].[CH2:50]([O:51][CH2:52][CH3:53])[CH3:54].[CH3:1][Si:2]([CH3:3])([CH3:4])[C:5]#[C:6][c:7]1[cH:8][c:9]([O:13][CH:14]([C:15](=[O:16])[NH:17][C:18]([C:19]#[C:20][CH3:21])([CH3:22])[CH3:23])[CH2:24][CH3:25])[cH:10][n:11][cH:12]1.[CH3:44][CH2:45][CH2:46][CH2:47][CH2:48][CH3:49].[Cl:55][CH2:56][Cl:57].[F-:26].[O:58]1[CH2:59][CH2:60][CH2:61][CH2:62]1>>[CH:5]#[C:6][c:7]1[cH:8][c:9]([O:13][CH:14]([C:15](=[O:16])[NH:17][C:18]([C:19]#[C:20][CH3:21])([CH3:22])[CH3:23])[CH2:24][CH3:25])[cH:10][n:11][cH:12]1. Product: C#Cc1cncc(OC(CC)C(=O)NC(C)(C)C#CC)c1. Reactants: CCCC[N+](CCCC)(CCCC)CCCC, CCOCC, CC#CC(C)(C)NC(=O)C(CC)Oc1cncc(C#C[Si](C)(C)C)c1, CCCCCC, ClCCl, [F-], C1CCOC1. The reactants are CCOC(=O)C(CCc1ccccc1)NC(C)C(=O)N(CC(=O)OC(C)(C)C)C1Cc2ccccc2C1, CCOCC, Cl, C1COCCO1. Product: CCOC(=O)C(CCc1ccccc1)NC(C)C(=O)N(CC(=O)O)C1Cc2ccccc2C1, Cl. RXN SMILES: [CH2:1]([CH3:2])[O:3][C:4](=[O:5])[CH:6]([CH2:7][CH2:8][c:9]1[cH:10][cH:11][cH:12][cH:13][cH:14]1)[NH:15][CH:16]([CH3:17])[C:18](=[O:19])[N:20]([CH2:21][C:22](=[O:23])[O:24][C:25]([CH3:26])([CH3:27])[CH3:28])[CH:29]1[CH2:30][c:31]2[cH:32][cH:33][cH:34][cH:35][c:36]2[CH2:37]1.[CH3:45][CH2:46][O:47][CH2:48][CH3:49].[ClH:44].[O:38]1[CH2:39][CH2:40][O:41][CH2:42][CH2:43]1>>[CH2:1]([CH3:2])[O:3][C:4](=[O:5])[CH:6]([CH2:7][CH2:8][c:9]1[cH:10][cH:11][cH:12][cH:13][cH:14]1)[NH:15][CH:16]([CH3:17])[C:18](=[O:19])[N:20]([CH2:21][C:22](=[O:23])[OH:24])[CH:29]1[CH2:30][c:31]2[cH:32][cH:33][cH:34][cH:35][c:36]2[CH2:37]1.[ClH:44]. The reactants are CCOC(C)=O, CCCC[Mg+], C1CCOC1, CC(C)OC(C)C, [Cl-], CS(=O)(=O)c1ccc(Cn2c(C=O)c(-c3ccccc3)c3cc(Cl)ccc3c2=O)cc1. Product: CCCCC(O)c1c(-c2ccccc2)c2cc(Cl)ccc2c(=O)n1Cc1ccc(S(C)(=O)=O)cc1. Reaction SMILES: [C:45]([O:46][CH2:47][CH3:48])(=[O:49])[CH3:50].[CH2:33]([CH2:34][CH2:35][CH3:36])[Mg+:37].[CH2:51]1[O:52][CH2:53][CH2:54][CH2:55]1.[CH:38]([O:39][CH:40]([CH3:41])[CH3:42])([CH3:43])[CH3:44].[Cl-:32].[Cl:1][c:2]1[cH:3][c:4]2[c:5](-[c:26]3[cH:27][cH:28][cH:29][cH:30][cH:31]3)[c:6]([CH:24]=[O:25])[n:7]([CH2:13][c:14]3[cH:15][cH:16][c:17]([S:20](=[O:21])(=[O:22])[CH3:23])[cH:18][cH:19]3)[c:8](=[O:12])[c:9]2[cH:10][cH:11]1>>[Cl:1][c:2]1[cH:3][c:4]2[c:5](-[c:26]3[cH:27][cH:28][cH:29][cH:30][cH:31]3)[c:6]([CH:24]([OH:25])[CH2:33][CH2:34][CH2:35][CH3:36])[n:7]([CH2:13][c:14]3[cH:15][cH:16][c:17]([S:20](=[O:21])(=[O:22])[CH3:23])[cH:18][cH:19]3)[c:8](=[O:12])[c:9]2[cH:10][cH:11]1. The reactants are COC=1C=C(C(=O)OC)C=C(C1NC)[N+](=O)[O-] (methyl 3-methoxy-4-(methylamino)-5-nitrobenzoate), [OH-].[Li+] (lithium hydroxide), Cl (HCl). Solvent: O1CCCC1 (tetrahydrofuran), O (water). Reaction conditions: time 19 hour. Yields the product COC=1C=C(C(=O)O)C=C(C1NC)[N+](=O)[O-] (3-Methoxy-4-(methylamino)-5-nitrobenzoic acid). Isolated yield 86.0%. RXN SMILES: [CH3:1][O:2][C:3]1[CH:4]=[C:5]([CH:10]=[C:11]([N+:15]([O-:17])=[O:16])[C:12]=1[NH:13][CH3:14])[C:6]([O:8]C)=[O:7].[OH-].[Li+].Cl>O1CCCC1.O>[CH3:1][O:2][C:3]1[CH:4]=[C:5]([CH:10]=[C:11]([N+:15]([O-:17])=[O:16])[C:12]=1[NH:13][CH3:14])[C:6]([OH:8])=[O:7] |f:1.2|. Procedure details: To a solution of methyl 3-methoxy-4-(methylamino)-5-nitrobenzoate (13.69 g, 57.0 mmol) in tetrahydrofuran (THF) (100 mL) and water (50.0 mL) was added a single portion of lithium hydroxide (4.09 g, 171 mmol). The resulting suspension was stirred for 19 hr at room temperature. The reaction was acidified with aq. 2N HCl (˜50 mL), until pH reached ˜4. The resultant suspension was filtered and the orange solid dried on the high vacuum line overnight to give the title compound as an orange solid (11.... Reactants: [Li]CCCC, CCOCC, COc1ccc(C2=NC(C)(C)CO2)cc1, CN(C)C=O. Product: COc1ccc(C2=NC(C)(C)CO2)c(C=O)c1. RXN SMILES: [CH2:16]([Li:17])[CH2:18][CH2:19][CH3:20].[CH2:26]([O:27][CH2:28][CH3:29])[CH3:30].[CH3:1][O:2][c:3]1[cH:4][cH:5][c:6]([C:9]2=[N:13][C:12]([CH3:14])([CH3:15])[CH2:11][O:10]2)[cH:7][cH:8]1.[O:21]=[CH:22][N:23]([CH3:24])[CH3:25]>>[CH3:1][O:2][c:3]1[cH:4][cH:5][c:6]([C:9]2=[N:13][C:12]([CH3:14])([CH3:15])[CH2:11][O:10]2)[c:7]([CH:22]=[O:21])[cH:8]1. The reactants are COC(=O)COc1ccc(Cl)c2nc(C)c(Cc3ccc(S(C)(=O)=O)cc3)c(C)c12, CO, CC(=O)O, [Li+], [OH-], O. Yields the product Cc1nc2c(Cl)ccc(OCC(=O)O)c2c(C)c1Cc1ccc(S(C)(=O)=O)cc1. RXN SMILES: [CH3:1][O:2][C:3]([CH2:4][O:5][c:6]1[c:7]2[c:8]([CH3:29])[c:9]([CH2:18][c:19]3[cH:20][cH:21][c:22]([S:25](=[O:26])(=[O:27])[CH3:28])[cH:23][cH:24]3)[c:10]([CH3:17])[n:11][c:12]2[c:13]([Cl:16])[cH:14][cH:15]1)=[O:30].[CH3:31][OH:32].[CH3:36][C:37](=[O:38])[OH:39].[Li+:34].[OH-:35].[OH2:33]>>[O:2]=[C:3]([CH2:4][O:5][c:6]1[c:7]2[c:8]([CH3:29])[c:9]([CH2:18][c:19]3[cH:20][cH:21][c:22]([S:25](=[O:26])(=[O:27])[CH3:28])[cH:23][cH:24]3)[c:10]([CH3:17])[n:11][c:12]2[c:13]([Cl:16])[cH:14][cH:15]1)[OH:30]. Starting materials: Cl (hydrochloric acid), C(C)OC(CNC(=O)NC1=NC=CC(=C1)CNC1=C(C=CC=C1)C(NOCC1=CC=C(C=C1)C#N)=O)=O ([3-(4-{[2-(4-Cyano-benzyloxycarbamoyl)-phenylamino]-methyl}-pyridin-2-yl)-ureido]-acetic acid ethyl ester), O (Water), [OH-].[Na+] (sodium hydroxide). Solvent: CO (methanol). Run at time 15 minute. Yields the product C(#N)C1=CC=C(CONC(=O)C2=C(C=CC=C2)NCC2=CC(=NC=C2)NC(NCC(=O)O)=O)C=C1 ([3-(4-{[2-(4-Cyano-benzyloxycarbamoyl)-phenylamino]-methyl}-pyridin-2-yl)-ureido]-acetic acid). As a reaction SMILES: C([O:3][C:4](=[O:37])[CH2:5][NH:6][C:7]([NH:9][C:10]1[CH:15]=[C:14]([CH2:16][NH:17][C:18]2[CH:23]=[CH:22][CH:21]=[CH:20][C:19]=2[C:24](=[O:36])[NH:25][O:26][CH2:27][C:28]2[CH:33]=[CH:32][C:31]([C:34]#[N:35])=[CH:30][CH:29]=2)[CH:13]=[CH:12][N:11]=1)=[O:8])C.[OH-].[Na+].O.Cl>CO>[C:34]([C:31]1[CH:32]=[CH:33][C:28]([CH2:27][O:26][NH:25][C:24]([C:19]2[CH:20]=[CH:21][CH:22]=[CH:23][C:18]=2[NH:17][CH2:16][C:14]2[CH:13]=[CH:12][N:11]=[C:10]([NH:9][C:7](=[O:8])[NH:6][CH2:5][C:4]([OH:37])=[O:3])[CH:15]=2)=[O:36])=[CH:29][CH:30]=1)#[N:35] |f:1.2|. Reported procedure: To a stirred suspension of [3-(4-{[2-(4-cyano-benzyloxycarbamoyl)-phenylamino]-methyl}-pyridin-2-yl)-ureido]-acetic acid ethyl ester (Example 529, 188 mg) in methanol (4 ml) was added 2 M aqueous sodium hydroxide (2 ml). The reaction mixture was stirred at room temperature for 15 minutes. Water (6 ml) was added and the pH of the mixture was adjusted to 5 by addition of 4 M hydrochloric acid. The resulting precipitated material was isolated by filtration and dried under high vacuum, affording the... Starting materials: BrCCc1ccccc1, COc1cccc(C2=CCCNC2)c1, CC(C)=O, Cl, [Na+], [Na+], O=C([O-])[O-]. Product: COc1cccc(C2=CCCN(CCc3ccccc3)C2)c1. As a reaction SMILES: [CH2:22]([CH2:23][c:24]1[cH:25][cH:26][cH:27][cH:28][cH:29]1)[Br:30].[CH3:2][O:3][c:4]1[cH:5][c:6]([C:10]2=[CH:15][CH2:14][CH2:13][NH:12][CH2:11]2)[cH:7][cH:8][cH:9]1.[CH3:31][C:32](=[O:33])[CH3:34].[ClH:1].[Na+:16].[Na+:17].[O-:18][C:19](=[O:20])[O-:21]>>[CH3:2][O:3][c:4]1[cH:5][c:6]([C:10]2=[CH:15][CH2:14][CH2:13][N:12]([CH2:22][CH2:23][c:24]3[cH:25][cH:26][cH:27][cH:28][cH:29]3)[CH2:11]2)[cH:7][cH:8][cH:9]1.